This data is from the Open Reaction Database (ORD), a public repository of structured organic reaction records. The task is: describe an organic reaction: reactants, conditions, products, and yield Reactants: CC(=O)OC1CSC(Oc2cnc(Cl)c(F)c2)C(OC(C)=O)C1OC(C)=O, OB(O)c1cccnc1. Product: CC(=O)OC1CSC(Oc2cnc(-c3cccnc3)c(F)c2)C(OC(C)=O)C1OC(C)=O. RXN SMILES: [C:1]([CH3:2])(=[O:3])[O:4][CH:5]1[CH:6]([O:7][c:8]2[cH:9][n:10][c:11]([Cl:15])[c:12]([F:14])[cH:13]2)[S:16][CH2:17][CH:18]([O:24][C:25]([CH3:26])=[O:27])[CH:19]1[O:20][C:21]([CH3:22])=[O:23].[n:28]1[cH:29][c:30]([B:34]([OH:35])[OH:36])[cH:31][cH:32][cH:33]1>>[C:1]([CH3:2])(=[O:3])[O:4][CH:5]1[CH:6]([O:7][c:8]2[cH:9][n:10][c:11](-[c:30]3[cH:29][n:28][cH:33][cH:32][cH:31]3)[c:12]([F:14])[cH:13]2)[S:16][CH2:17][CH:18]([O:24][C:25]([CH3:26])=[O:27])[CH:19]1[O:20][C:21]([CH3:22])=[O:23].